Task: describe an organic reaction: reactants, conditions, products, and yield. Dataset: the Open Reaction Database (ORD), a public repository of structured organic reaction records Conditions: time 5 hour. Procedure: A reaction is performed as described in Example 1, except that 3.9 mg (0.015 mmol) of (CH2CN)2PdCl2, 34.9 mg (0.09 mmol) of Ph4PCl, 496.0 mg (6.05 mmol) of anhydrous sodium acetate, 638.74 mg (3.07 mmol) of 3-bromoquinoline and 427.0 mg (4.1 mmol) of styrene are reacted in 1.5 ml of DMF. Stirring is performed at 130° C. for 5 hours. According to the processing described in Example 1, a 72.5% yield of Heck products (85.1% trans-stilbene, 0.8% cis-stilbene, and 14.1% 1,1-diphenylethene) is obtaine... Yields the product C1(=CC=CC=C1)\C=C\C1=CC=CC=C1 (trans-stilbene), C1(=CC=CC=C1)\C=C/C1=CC=CC=C1 (cis-stilbene), C1(=CC=CC=C1)C(=C)C1=CC=CC=C1 (1,1-diphenylethene), BrC=1C=NC2=CC=CC=C2C1 (3-bromoquinoline). Yield: 14.1%. The reactants are (CH2CN)2PdCl2, C=CC1=CC=CC=C1 (styrene), C(C)(=O)[O-].[Na+] (sodium acetate), BrC=1C=NC2=CC=CC=C2C1 (3-bromoquinoline). The reagents and catalysts are [P+](C1=CC=CC=C1)(C1=CC=CC=C1)(C1=CC=CC=C1)C1=CC=CC=C1.[Cl-] (Ph4PCl). Run in CN(C)C=O (DMF). RXN SMILES: C([O-])(=O)C.[Na+].[Br:6][C:7]1[CH:8]=[N:9][C:10]2[C:15]([CH:16]=1)=[CH:14][CH:13]=[CH:12][CH:11]=2.[CH2:17]=[CH:18][C:19]1[CH:24]=[CH:23][CH:22]=[CH:21][CH:20]=1>[P+](C1C=CC=CC=1)(C1C=CC=CC=1)(C1C=CC=CC=1)C1C=CC=CC=1.[Cl-].CN(C=O)C>[C:8]1(/[CH:7]=[CH:16]/[C:15]2[CH:10]=[CH:11][CH:12]=[CH:13][CH:14]=2)[CH:21]=[CH:20][CH:19]=[CH:18][CH:17]=1.[C:19]1(/[CH:18]=[CH:17]\[C:10]2[CH:15]=[CH:14][CH:13]=[CH:12][CH:11]=2)[CH:24]=[CH:23][CH:22]=[CH:21][CH:20]=1.[C:19]1([C:18]([C:10]2[CH:15]=[CH:14][CH:13]=[CH:12][CH:11]=2)=[CH2:17])[CH:24]=[CH:23][CH:22]=[CH:21][CH:20]=1.[Br:6][C:7]1[CH:8]=[N:9][C:10]2[C:15]([CH:16]=1)=[CH:14][CH:13]=[CH:12][CH:11]=2 |f:0.1,4.5|. The reactants are N1=CC(=CC=C1)CNC(=O)C1=CC=C2CN(C3=C(CN21)C=CC=C3)C(=O)C3=CC=C(C=C3)C3=C(C=CC=C3)CC(=O)O ((4′-{[3-{[(PYRIDIN-3-YLMETHYL)AMINO]CARBONYL}-5H-PYRROLO[2,1-C][1,4]BENZODIAZEPIN-10(11H)-YL]CARBONYL}-1,1′-BIPHENYL-2-YL)ACETIC ACID), CNC (dimethylamine), C(C)NCC (diethylamine). The product is C(C)N(C(CC1=C(C=CC=C1)C1=CC=C(C=C1)C(=O)N1CC=2N(CC3=C1C=CC=C3)C(=CC2)C(=O)NCC=2C=NC=CC2)=O)CC (10-({2′-[2-(DIETHYLAMINO)-2-OXOETHYL]-1,1′-BIPHENYL-4-YL}CARBONYL)-N-(PYRIDIN-3-YLMETHYL)-10,11-DIHYDRO-5H-PYRROLO[2,1-C][1,4]BENZODIAZEPINE-3-CARBOXAMIDE). Isolated yield 60.0%. RXN SMILES: [N:1]1[CH:6]=[CH:5][CH:4]=[C:3]([CH2:7][NH:8][C:9]([C:11]2[N:20]3[C:14]([CH2:15][N:16]([C:25]([C:27]4[CH:32]=[CH:31][C:30]([C:33]5[CH:38]=[CH:37][CH:36]=[CH:35][C:34]=5[CH2:39][C:40](O)=[O:41])=[CH:29][CH:28]=4)=[O:26])[C:17]4[CH:24]=[CH:23][CH:22]=[CH:21][C:18]=4[CH2:19]3)=[CH:13][CH:12]=2)=[O:10])[CH:2]=1.CNC.[CH2:46]([NH:48][CH2:49][CH3:50])[CH3:47]>>[CH2:46]([N:48]([CH2:49][CH3:50])[C:40](=[O:41])[CH2:39][C:34]1[CH:35]=[CH:36][CH:37]=[CH:38][C:33]=1[C:30]1[CH:31]=[CH:32][C:27]([C:25]([N:16]2[C:17]3[CH:24]=[CH:23][CH:22]=[CH:21][C:18]=3[CH2:19][N:20]3[C:11]([C:9]([NH:8][CH2:7][C:3]4[CH:2]=[N:1][CH:6]=[CH:5][CH:4]=4)=[O:10])=[CH:12][CH:13]=[C:14]3[CH2:15]2)=[O:26])=[CH:28][CH:29]=1)[CH3:47]. Procedure details: The title compound was prepared in essentially the same manner as Example 68, replacing 4′-{[3-{[(pyridin-3-ylmethyl)amino]carbonyl}-5H-pyrrolo[2,1-c][1,4]benzodiazepin-10(11H)-yl]carbonyl}-1,1′-biphenyl-2-carboxylic acid with (4′-{[3-{[(pyridin-3-ylmethyl)amino]carbonyl}-5H-pyrrolo[2,1-c][1,4]benzodiazepin-10(11H)-yl]carbonyl}-1,1′-biphenyl-2-yl)acetic acid of Example 35, and dimethylamine with diethylamine. Purification by flash chromatography using a solvent gradient of 1 to 4% methanol in di... Isolated yield 86.0%. Run at temperature 5 celsius. The product is C1=CC(=CC=C1C(=O)O)NCC2=CN=C3C(=N2)C(=NC(=N3)N)N (4-amino-4-deoxypteroic acid). RXN SMILES: [CH:1]1[C:6](C(N[C@H](C(O)=O)CCC(O)=O)=O)=[CH:5][CH:4]=[C:3]([NH:19][CH2:20][C:21]2[CH:22]=[N:23][C:24]3[N:30]=[C:29]([NH2:31])[N:28]=[C:27]([NH2:32])[C:25]=3[N:26]=2)[CH:2]=1.[OH-].[Na+].C[C:36]([OH:38])=[O:37]>CC([O-])=O.[Na+].[Cl-].[Cl-].[Zn+2]>[CH:5]1[C:6]([C:36]([OH:38])=[O:37])=[CH:1][CH:2]=[C:3]([NH:19][CH2:20][C:21]2[N:26]=[C:25]3[C:27]([NH2:32])=[N:28][C:29]([NH2:31])=[N:30][C:24]3=[N:23][CH:22]=2)[CH:4]=1 |f:1.2,4.5,6.7.8|. The reactants are C1=CC(=CC=C1C(=O)N[C@@H](CCC(=O)O)C(=O)O)NCC=2C=NC3=C(N2)C(=NC(=N3)N)N (Aminopterin), CC(=O)O (AcOH), [OH-].[Na+] (NaOH). The reagents and catalysts are [Cl-].[Cl-].[Zn+2] (ZnCl2). Procedure: Aminopterin (2.4 g, 0.005 mol) is suspended in 1M NaOAc (500 ml) containing ZnCl2 (0.1 g), and 2N NaOH is added dropwise with stirring until a clear solution forms. Glacial AcOH is then added dropwise to bring the pH to 7.5, and 5 μl of carboxypeptidase G1 (4000 units/ml) is added. The mixture is shaken at 37° C. for 1 day, cooled to 5° C., and suction filtered. The solid is washed thoroughly with H2O, and dried in vacuo on a freeze-drying apparatus to obtain 4-amino-4-deoxypteroic acid (APA) (1... The solvent is CC(=O)[O-].[Na+] (NaOAc). The reactants are Cl (hydrogen chloride), Cl (hydrochloric acid), C(C)(=O)[O-].[Na+] (sodium acetate), CC1=C2CCC(C2=C(C(=C1)C)O)=O (4,6-dimethyl-7-hydroxy-1-indanone), C(CCC)N (n-butylamine), [BH4-].[Na+] (sodium borohydride), Cl (hydrochloride). Solvent: C(C)O (ethanol), C(C)O (ethanol), O (water), C(C)O (ethanol). Reaction conditions: time 1 hour. Product: Cl.C(CCC)NC1CCC2=C(C=C(C(=C12)O)C)C (1-n-butylamino-4,6-dimethyl-7-hydroxyindane hydrochloride). As a reaction SMILES: [CH3:1][C:2]1[CH:10]=[C:9]([CH3:11])[C:8]([OH:12])=[C:7]2[C:3]=1[CH2:4][CH2:5][C:6]2=O.[CH2:14]([NH2:18])[CH2:15][CH2:16][CH3:17].[BH4-].[Na+].[ClH:21].C([O-])(=O)C.[Na+]>O.C(O)C>[ClH:21].[CH2:14]([NH:18][CH:6]1[C:7]2[C:3](=[C:2]([CH3:1])[CH:10]=[C:9]([CH3:11])[C:8]=2[OH:12])[CH2:4][CH2:5]1)[CH2:15][CH2:16][CH3:17] |f:2.3,5.6,9.10|. Reported procedure: 100 Milliliters of ethanol solution containing 1.76 g of 4,6-dimethyl-7-hydroxy-1-indanone and 14.6 g of n-butylamine was refluxed by heating for 8 hours. The reaction mixture was cooled to a room temperature, then 1.0 g of sodium borohydride was added thereto. The mixture was further stirred at a room temperature for 1 hour. The reaction mixture was concentrated to dryness and the residue obtained was dissolved in 100 ml of water. Then the solution was acidified by adding a concentrated hydroch... The reactants are O1C(OCCC1)C1=CC(=C(C(=O)O)C=C1)F (4-[1,3]dioxan-2-yl-2-fluorobenzoic acid), C(=O)(N1C=NC=C1)N1C=NC=C1 (1,1′-carbonyldiimidazole), Cl.Cl.NC1=C(C(=O)N)C=CC=C1N (2,3-Diaminobenzamide dihydrochloride). Solvent: N1=CC=CC=C1 (pyridine), CN(C)C=O (N,N′-dimethylformamide). Reaction conditions: time 8 hour. Product: O1C(OCCC1)C1=CC(=C(C=C1)C1=NC2=C(N1)C=CC=C2C(=O)N)F (2-(4-[1,3]dioxan-2-yl-2-fluorophenyl)-1H-benzimidazole-4-carboxamide). The yield is 47.4%. Reaction SMILES: [O:1]1[CH2:6][CH2:5][CH2:4][O:3][CH:2]1[C:7]1[CH:15]=[CH:14][C:10]([C:11](O)=O)=[C:9]([F:16])[CH:8]=1.C(N1C=CN=C1)(N1C=CN=C1)=O.Cl.Cl.[NH2:31][C:32]1[C:40]([NH2:41])=[CH:39][CH:38]=[CH:37][C:33]=1[C:34]([NH2:36])=[O:35]>N1C=CC=CC=1.CN(C=O)C>[O:1]1[CH2:6][CH2:5][CH2:4][O:3][CH:2]1[C:7]1[CH:15]=[CH:14][C:10]([C:11]2[NH:41][C:40]3[CH:39]=[CH:38][CH:37]=[C:33]([C:34]([NH2:36])=[O:35])[C:32]=3[N:31]=2)=[C:9]([F:16])[CH:8]=1 |f:2.3.4|. Procedure: A solution of EXAMPLE 22B (770 mg, 3.4 mmol) in pyridine (5 mL) and N,N′-dimethylformamide (10 mL) was treated with 1,1′-carbonyldiimidazole (763 mg, 3.4 mmol) at 40° C. for 30 minutes. 2,3-Diaminobenzamide dihydrochloride (826 mg, 5.1 mmol) was added and the mixture stirred at ambient temperature overnight. The mixture was concentrated and the residue refluxed overnight in 20 mL of xylene and 2 mL of acetic acid. After cooling and concentration, the residue was purified by flash chromatography ... The reactants are BrC1=C(C(C(=O)O)=CC(=C1)Br)O (3,5-dibromosalicylic acid), NC1=CC=C(C=C1)C(=C)C1=CC=C(C=C1)Cl (1-(4-aminophenyl)-1-(4-chlorophenyl)ethylene), P(Cl)(Cl)Cl (phosphorus trichloride). Product: ClC1=CC=C(C=C1)C(=C)C1=CC=C(C=C1)NC(C1=C(C(=CC(=C1)Br)Br)O)=O (N-[4-[1-(4-chlorophenyl)ethenyl]phenyl]-2-hydroxy-3,5-dibromobenzamide). Reaction SMILES: [Br:1][C:2]1[CH:10]=[C:9]([Br:11])[CH:8]=[C:4]([C:5]([OH:7])=O)[C:3]=1[OH:12].[NH2:13][C:14]1[CH:19]=[CH:18][C:17]([C:20]([C:22]2[CH:27]=[CH:26][C:25]([Cl:28])=[CH:24][CH:23]=2)=[CH2:21])=[CH:16][CH:15]=1.P(Cl)(Cl)Cl>>[Cl:28][C:25]1[CH:24]=[CH:23][C:22]([C:20]([C:17]2[CH:16]=[CH:15][C:14]([NH:13][C:5](=[O:7])[C:4]3[CH:8]=[C:9]([Br:11])[CH:10]=[C:2]([Br:1])[C:3]=3[OH:12])=[CH:19][CH:18]=2)=[CH2:21])=[CH:27][CH:26]=1. Procedure details: Using the reaction conditions of Example 2, 5.92 g (0.02 mole) of 3,5-dibromosalicylic acid and 5.32 g (0.02 mole) of 1-(4-aminophenyl)-1-(4-chlorophenyl)ethylene in the presence of phosphorus trichloride were reacted to give 4.26 of purified N-[4-[1-(4-chlorophenyl)ethenyl]phenyl]-2-hydroxy-3,5-dibromobenzamide, m.p. 181°-183°. Starting materials: N1=C(C=CC=C1)SC(CC1=C(N=C2N1C=C(C=C2)C)C2=CC=C(C=C2)C)=O ((6-methyl-2-p-tolyl-imidazo[1,2-a]pyridin-3-yl)-thioacetic acid S-pyridin-2-yl ester), C1(=CC=CC=C1)[Mg]Br (phenylmagnesium bromide). The product is CC=1C=CC=2N(C1)C(=C(N2)C2=CC=C(C=C2)C)CC(=O)C2=CC=CC=C2 (2-(6-Methyl-2-p-tolyl-imidazo[1,2-a]pyridin-3-yl)-1-phenyl-ethanone). RXN SMILES: N1C=CC=CC=1S[C:8](=[O:27])[CH2:9][C:10]1[N:14]2[CH:15]=[C:16]([CH3:19])[CH:17]=[CH:18][C:13]2=[N:12][C:11]=1[C:20]1[CH:25]=[CH:24][C:23]([CH3:26])=[CH:22][CH:21]=1.[C:28]1([Mg]Br)[CH:33]=[CH:32][CH:31]=[CH:30][CH:29]=1>>[CH3:19][C:16]1[CH:17]=[CH:18][C:13]2[N:14]([C:10]([CH2:9][C:8]([C:28]3[CH:33]=[CH:32][CH:31]=[CH:30][CH:29]=3)=[O:27])=[C:11]([C:20]3[CH:21]=[CH:22][C:23]([CH3:26])=[CH:24][CH:25]=3)[N:12]=2)[CH:15]=1. Procedure details: Prepared from (6-methyl-2-p-tolyl-imidazo[1,2-a]pyridin-3-yl)-thioacetic acid S-pyridin-2-yl ester 1c and phenylmagnesium bromide using a similar procedure described above. 1H NMR (400 MHz, CDCl3) δ 2.26 (s, 3H), 2.37 (s, 3H), 4.64 (s, 2H), 7.00 (d, J=8.8 Hz, 1H), 7.21 (d, J=8.0 Hz, 2H), 7.41 (t, J=7.7 Hz, 2H), 7.52 (d, J=8.4 Hz, 2H), 7.58 (m, 3H), 7.96 (d, J=7.3 Hz, 2H). Mass spectrum m/e 341 (M+).